Dataset: the Open Reaction Database (ORD), a public repository of structured organic reaction records. Task: describe an organic reaction: reactants, conditions, products, and yield Starting materials: C(C)OC(=O)C=1C=NC2=C(C=CC=C2C1Cl)[N+](=O)[O-] (8-nitro-4-chloro-quinoline-3-carboxylic acid ethyl ester), COC1=C(CN)C=CC=C1 (2-methoxy-benzylamine). Product: C(C)OC(=O)C=1C=NC2=C(C=CC=C2C1NCC1=C(C=CC=C1)OC)N (8-Amino-4-(2-methoxy-benzylamino)-quinoline-3-carboxylic acid ethyl ester). Yield: 89.0%. As a reaction SMILES: [CH2:1]([O:3][C:4]([C:6]1[CH:7]=[N:8][C:9]2[C:14]([C:15]=1Cl)=[CH:13][CH:12]=[CH:11][C:10]=2[N+:17]([O-])=O)=[O:5])[CH3:2].[CH3:20][O:21][C:22]1[CH:29]=[CH:28][CH:27]=[CH:26][C:23]=1[CH2:24][NH2:25]>>[CH2:1]([O:3][C:4]([C:6]1[CH:7]=[N:8][C:9]2[C:14]([C:15]=1[NH:25][CH2:24][C:23]1[CH:26]=[CH:27][CH:28]=[CH:29][C:22]=1[O:21][CH3:20])=[CH:13][CH:12]=[CH:11][C:10]=2[NH2:17])=[O:5])[CH3:2]. Reported procedure: The compound prepared in Example 3 was reacted with 2-methoxy-benzylamine according to the method as described in Example 4 and the obtained compound was treated as described in Example 14 to prepare the title compound (yield 89%). The reactants are FC1=CC=C(C=C1)OC(N(C)[C@H]1CN(C[C@@H]1C1=CC(=C(C=C1)Cl)Cl)C(=O)C1CCNCC1)=O (rac-[(3R,4S)-4-(3,4-dichloro-phenyl)-1-(piperidine-4-carbonyl)-pyrrolidin-3-yl]-methyl-carbamic acid 4-fluoro-phenyl ester), O1CCC(CC1)C(=O)Cl (tetrahydro-2H-pyran-4-carbonyl chloride). Product: FC1=CC=C(C=C1)OC(N(C)[C@H]1CN(C[C@@H]1C1=CC(=C(C=C1)Cl)Cl)C(=O)C1CCN(CC1)C(=O)C1CCOCC1)=O (rac-{(3R,4S)-4-(3,4-dichloro-phenyl)-1-[1-(tetrahydro-pyran-4-carbonyl)-piperidine-4-carbonyl]-pyrrolidin-3-yl}-methyl-carbamic acid 4-fluoro-phenyl ester). Reaction SMILES: [F:1][C:2]1[CH:7]=[CH:6][C:5]([O:8][C:9](=[O:33])[N:10]([C@@H:12]2[C@@H:16]([C:17]3[CH:22]=[CH:21][C:20]([Cl:23])=[C:19]([Cl:24])[CH:18]=3)[CH2:15][N:14]([C:25]([CH:27]3[CH2:32][CH2:31][NH:30][CH2:29][CH2:28]3)=[O:26])[CH2:13]2)[CH3:11])=[CH:4][CH:3]=1.[O:34]1[CH2:39][CH2:38][CH:37]([C:40](Cl)=[O:41])[CH2:36][CH2:35]1>>[F:1][C:2]1[CH:7]=[CH:6][C:5]([O:8][C:9](=[O:33])[N:10]([C@@H:12]2[C@@H:16]([C:17]3[CH:22]=[CH:21][C:20]([Cl:23])=[C:19]([Cl:24])[CH:18]=3)[CH2:15][N:14]([C:25]([CH:27]3[CH2:32][CH2:31][N:30]([C:40]([CH:37]4[CH2:38][CH2:39][O:34][CH2:35][CH2:36]4)=[O:41])[CH2:29][CH2:28]3)=[O:26])[CH2:13]2)[CH3:11])=[CH:4][CH:3]=1. Procedure: In analogy to the procedure described for the synthesis of example 73, the title compound rac-{(3R,4S)-4-(3,4-dichloro-phenyl)-1-[1-(tetrahydro-pyran-4-carbonyl)-piperidine-4-carbonyl]-pyrrolidin-3-yl}-methyl-carbamic acid 4-fluoro-phenyl ester was prepared from rac-[(3R,4S)-4-(3,4-dichloro-phenyl)-1-(piperidine-4-carbonyl)-pyrrolidin-3-yl]-methyl-carbamic acid 4-fluoro-phenyl ester using tetrahydro-2H-pyran-4-carbonyl chloride instead of propionyl chloride and was obtained as a white foam. MS m... Starting materials: COC1=CC=C2C(=CC=NC2=C1)OCC(C)O (1-(7-methoxyquinolin-4-yloxy)propan-2-ol), COC1=CC=C2C(=CC=NC2=C1)OC(CO)C (2-(7-methoxyquinolin-4-yloxy)propan-1-ol), P(Br)(Br)Br (phosphorus tribromide). Solvent: C(Cl)Cl (CH2Cl2). Reported procedure: To a stirred solution of 1-(7-methoxyquinolin-4-yloxy)propan-2-ol (235 mg, 1007 μmol) and 2-(7-methoxyquinolin-4-yloxy)propan-1-ol (235 mg, 1007 μmol) (mixture of isomers) in CH2Cl2 (3 mL) was added phosphorus tribromide (94.7 μl, 1007 μmol). The mixture was heated to reflux for 18 h. The mixture was quenched with 5% NaHCO3, and was extracted with CH2Cl2 (3×5 mL). The combined organics were dried over MgSO4 and concentrated to a white solid (150 mg) under reduced pressure. MS (ESI pos. ion) m/z ... Yields the product BrCC(C)OC1=CC=NC2=CC(=CC=C12)OC (4-(1-Bromopropan-2-yloxy)-7-methoxyquinoline). As a reaction SMILES: COC1C=C2C(C(OCC(O)C)=CC=N2)=CC=1.[CH3:18][O:19][C:20]1[CH:29]=[C:28]2[C:23]([C:24]([O:30][CH:31]([CH3:34])[CH2:32]O)=[CH:25][CH:26]=[N:27]2)=[CH:22][CH:21]=1.P(Br)(Br)[Br:36]>C(Cl)Cl>[Br:36][CH2:32][CH:31]([O:30][C:24]1[C:23]2[C:28](=[CH:29][C:20]([O:19][CH3:18])=[CH:21][CH:22]=2)[N:27]=[CH:26][CH:25]=1)[CH3:34]. The reactants are CO, COC(=O)C1=C(C)NC(=O)CC1c1ccc(F)cc1F, [Na+], [OH-]. The product is CC1=C(C(=O)O)C(c2ccc(F)cc2F)CC(=O)N1. As a reaction SMILES: [CH3:23][OH:24].[F:1][c:2]1[c:3]([CH:9]2[C:10]([C:17](=[O:18])[O:19][CH3:20])=[C:11]([CH3:16])[NH:12][C:13](=[O:15])[CH2:14]2)[cH:4][cH:5][c:6]([F:8])[cH:7]1.[Na+:22].[OH-:21]>>[F:1][c:2]1[c:3]([CH:9]2[C:10]([C:17](=[O:18])[OH:19])=[C:11]([CH3:16])[NH:12][C:13](=[O:15])[CH2:14]2)[cH:4][cH:5][c:6]([F:8])[cH:7]1. Starting materials: N1(CCOCC1)C1=NC=C(C=C1C(F)(F)F)Br (2-(Morpholin-4-yl)-3-trifluoromethyl-5-bromopyridine), ( 0.088 ), CN1C(CCC1)=O (N-methylpyrrolidinone). Reagents/catalysts: [C-]#N.[Zn+2].[C-]#N (zinc cyanide), C=1C=CC(=CC1)/C=C/C(=O)/C=C/C2=CC=CC=C2.C=1C=CC(=CC1)/C=C/C(=O)/C=C/C2=CC=CC=C2.C=1C=CC(=CC1)/C=C/C(=O)/C=C/C2=CC=CC=C2.[Pd].[Pd] (tris(dibenzylideneacetone)dipalladium(0)), C1(=CC=CC=C1)P([C-]1C=CC=C1)C1=CC=CC=C1.[C-]1(C=CC=C1)P(C1=CC=CC=C1)C1=CC=CC=C1.[Fe+2] (1,1′-bis(diphenylphosphino)ferrocene). Reaction conditions: temperature 100 celsius, time 1 hour. Product: hexanes ether, N1(CCOCC1)C1=NC=C(C=C1C(F)(F)F)C#N (2-(Morpholin-4-yl)-3-trifluoromethyl-5-cyanopyridine). RXN SMILES: [N:1]1([C:7]2[C:12]([C:13]([F:16])([F:15])[F:14])=[CH:11][C:10](Br)=[CH:9][N:8]=2)[CH2:6][CH2:5][O:4][CH2:3][CH2:2]1.[CH3:18][N:19]1CCCC1=O>[C-]#N.[Zn+2].[C-]#N.C1C=CC(/C=C/C(/C=C/C2C=CC=CC=2)=O)=CC=1.C1C=CC(/C=C/C(/C=C/C2C=CC=CC=2)=O)=CC=1.C1C=CC(/C=C/C(/C=C/C2C=CC=CC=2)=O)=CC=1.[Pd].[Pd].C1(P(C2C=CC=CC=2)[C-]2C=CC=C2)C=CC=CC=1.[C-]1(P(C2C=CC=CC=2)C2C=CC=CC=2)C=CC=C1.[Fe+2]>[N:1]1([C:7]2[C:12]([C:13]([F:16])([F:15])[F:14])=[CH:11][C:10]([C:18]#[N:19])=[CH:9][N:8]=2)[CH2:6][CH2:5][O:4][CH2:3][CH2:2]1 |f:2.3.4,5.6.7.8.9,10.11.12|. Procedure: A mixture of 160 mg (0.63 mmol) of 2-(morpholin-4-yl)-3-trifluoromethyl-5-bromopyridine (from Step C), 117 mg (1.0 mmol) of zinc cyanide, 20.1 mg (0.22 mmol) of tris(dibenzylideneacetone)dipalladium(0) and 48.7 mg (0.088) mmol of 1,1′-bis(diphenylphosphino)ferrocene in 2 mL of N-methylpyrrolidinone under argon was stirred at 100° C. for 1 h. The mixture was cooled and partitioned between ether and water. The organic layer was dried and concentrated. Chromatography on a Biotage 40S cartridge usin... Reactants: ClC1=C(C(=C2CC(CC2=C1C)(C)C)C)C=O (6-chloro-2,2,4,7-tetramethylindan-5-carboxaldehyde), O (water), [OH-].[Na+] (NaOH), CC(=O)C (acetone), Cl (HCl). Yields the product ClC1=C(C(=C2CC(CC2=C1C)(C)C)C)C=CC(C)=O (4-(6-Chloro-2,2,4,7-tetramethylindan-5-yl)-3-buten-2-one). Yield: 65.0%. RXN SMILES: [Cl:1][C:2]1[C:10]([CH3:11])=[C:9]2[C:5]([CH2:6][C:7]([CH3:13])([CH3:12])[CH2:8]2)=[C:4]([CH3:14])[C:3]=1[CH:15]=O.O.[OH-].[Na+].Cl.[CH3:21][C:22]([CH3:24])=[O:23]>>[Cl:1][C:2]1[C:10]([CH3:11])=[C:9]2[C:5]([CH2:6][C:7]([CH3:12])([CH3:13])[CH2:8]2)=[C:4]([CH3:14])[C:3]=1[CH:15]=[CH:21][C:22](=[O:23])[CH3:24] |f:2.3|. Procedure: To a solution of 21.8 g of the 6-chloro-2,2,4,7-tetramethylindan-5-carboxaldehyde in 67 ml of absolute acetone was added 33 ml of water and 36.5 g of 2% NaOH. After refluxing for 20 hours, the solution was acidified with 2N HCl and extracted with diethyl ether. The organic layer was dried over anhydrous magnesium sulfate, filtered and evaporated under reduced pressure. The residue was purified by silica-gel column chromatography to afford 16.6 g of the title compound as yellow solid.